From a dataset of the Open Reaction Database (ORD), a public repository of structured organic reaction records. describe an organic reaction: reactants, conditions, products, and yield The reactants are C(C)(=O)N[C@@H](CS)C(=O)O (N-acetyl-L-cystein), O1C2C(C3C(C3C21)(C(=O)[O-])F)=O (3,4-epoxy-6-fluoro-2-oxobicyclo [3.1.0]hexane-6-carboxylate), O.O.O.O.O.O.O.O.O.O.B([O-])([O-])[O-].B([O-])([O-])[O-].B([O-])([O-])[O-].B([O-])([O-])[O-].[Na+].[Na+].[Na+].[Na+].[Na+].[Na+].[Na+].[Na+].[Na+].[Na+].[Na+].[Na+] (sodium tetraborate decahydrate), C1(=CC=CC=C1)[SeH-](=[Se])C1=CC=CC=C1 (diphenyldiselenide). Run in O1CCCC1 (tetrahydrofuran), O.C(C)O (water ethanol), O (water). Run at temperature 38 celsius, time 12 hour. The product is FC1(C2C(CC(C12)=O)O)C(=O)OCC ((1RS,4SR,5SR,6RS)ethyl 6-fluoro-4-hydroxy-2-oxobicyclo[3.1.0]hexane-6-carboxylate). Reaction SMILES: [C:1](N[C@H](C(O)=O)CS)(=O)[CH3:2].O.O.O.O.O.O.O.O.O.O.B([O-])([O-])[O-].B([O-])([O-])[O-].B([O-])([O-])[O-].B([O-])([O-])[O-].[Na+].[Na+].[Na+].[Na+].[Na+].[Na+].[Na+].[Na+].[Na+].[Na+].[Na+].[Na+].C1([SeH-](C2C=CC=CC=2)=[Se])C=CC=CC=1.[O:63]1[CH:69]2[CH:64]1[C:65](=[O:74])[CH:66]1[CH:68]2[C:67]1([F:73])[C:70]([O-:72])=[O:71]>O.C(O)C.O.O1CCCC1>[F:73][C:67]1([C:70]([O:72][CH2:1][CH3:2])=[O:71])[CH:66]2[CH:68]1[CH:69]([OH:63])[CH2:64][C:65]2=[O:74] |f:1.2.3.4.5.6.7.8.9.10.11.12.13.14.15.16.17.18.19.20.21.22.23.24.25.26,29.30|. Reported procedure: Under a nitrogen atmosphere, 23.2 g of N-acetyl-L-cystein, 54.3 g of sodium tetraborate decahydrate and 0.7 g of diphenyldiselenide were suspended in 450 ml of a water-ethanol (1:1) mixture solution which had been deaerated. 9.5 g of (1RS,3RS,4RS,5SR,6RS)ethyl (3,4-epoxy-6-fluoro-2-oxobicyclo [3.1.0]hexane-6-carboxylate dissolved into 225 ml of tetrahydrofuran was added thereto, and this was stirred at room temperature for one day, at 38° C. for 12 hours, and at 85° C. for 5 hours. After the rea...